From a dataset of the Open Reaction Database (ORD), a public repository of structured organic reaction records. describe an organic reaction: reactants, conditions, products, and yield Starting materials: CC(C)CCCN(CC1CCCc2c(Oc3ccc(C#N)cn3)cccc21)C(=O)OC(C)(C)C, CS(C)=O, [K+], [K+], O=C([O-])[O-], O, OO. The product is CC(C)CCCN(CC1CCCc2c(Oc3ccc(C(N)=O)cn3)cccc21)C(=O)OC(C)(C)C. As a reaction SMILES: [C:3]([CH3:4])([CH3:5])([CH3:6])[O:7][C:8]([N:9]([CH2:10][CH2:11][CH2:12][CH:13]([CH3:14])[CH3:15])[CH2:16][CH:17]1[CH2:18][CH2:19][CH2:20][c:21]2[c:22]([O:27][c:28]3[n:29][cH:30][c:31]([C:34]#[N:35])[cH:32][cH:33]3)[cH:23][cH:24][cH:25][c:26]21)=[O:36].[CH3:43][S:44]([CH3:45])=[O:46].[K+:37].[K+:38].[O-:39][C:40]([O-:41])=[O:42].[OH2:47].[OH:1][OH:2]>>[C:3]([CH3:4])([CH3:5])([CH3:6])[O:7][C:8]([N:9]([CH2:10][CH2:11][CH2:12][CH:13]([CH3:14])[CH3:15])[CH2:16][CH:17]1[CH2:18][CH2:19][CH2:20][c:21]2[c:22]([O:27][c:28]3[n:29][cH:30][c:31]([C:34]([NH2:35])=[O:39])[cH:32][cH:33]3)[cH:23][cH:24][cH:25][c:26]21)=[O:36]. Reactants: Br, COC(=O)c1cccc(OCCc2nc(C(C)(C)C)cs2)c1, CO, Cl. Yields the product CC(C)(C)c1csc(CCOc2cccc(C(=O)O)c2)n1, Cl. RXN SMILES: [BrH:1].[C:2]([CH3:3])([CH3:4])([CH3:5])[c:6]1[n:7][c:8]([CH2:11][CH2:12][O:13][c:14]2[cH:15][c:16]([C:17](=[O:18])[O:19][CH3:20])[cH:21][cH:22][cH:23]2)[s:9][cH:10]1.[CH3:25][OH:26].[ClH:24]>>[C:2]([CH3:3])([CH3:4])([CH3:5])[c:6]1[n:7][c:8]([CH2:11][CH2:12][O:13][c:14]2[cH:15][c:16]([C:17](=[O:18])[OH:19])[cH:21][cH:22][cH:23]2)[s:9][cH:10]1.[ClH:24]. Reactants: C(C)OC(=O)N1N=C(C2=C(C=CC=C12)Br)OC (4-Bromo-3-methoxy-indazole-1-carboxylic acid ethyl ester), O (H2O), [Li+].[OH-] (LiOH). Run in C1CCOC1 (THF). Reaction conditions: time 15 hour. The product is BrC1=C2C(=NNC2=CC=C1)OC (4-Bromo-3-methoxy-1H-indazole), solid. The yield is 98.0%. RXN SMILES: C(OC([N:6]1[C:14]2[C:9](=[C:10]([Br:15])[CH:11]=[CH:12][CH:13]=2)[C:8]([O:16][CH3:17])=[N:7]1)=O)C.O.[Li+].[OH-]>C1COCC1>[Br:15][C:10]1[CH:11]=[CH:12][CH:13]=[C:14]2[C:9]=1[C:8]([O:16][CH3:17])=[N:7][NH:6]2 |f:2.3|. Procedure details: To a stirring solution of 4-Bromo-3-methoxy-indazole-1-carboxylic acid ethyl ester CLXXXV (1.27 g, 4.14 mmol) in THF (28 ml) and H2O (9 ml) was added LiOH (397 mg, 16.6 mmol). The reaction mixture was stirred at reflux for 2 hours then at room temperature for 15 hours. The mixture was concentrated. The residue was diluted with EtOAc (50 ml), washed with HCl (1M) and brine, dried over MgSO4, filtered and concentrated affording 4-Bromo-3-methoxy-1H-indazole CLXXXVI as an off-white solid (98% yield... Starting materials: C1(CCCCC1)P(C1CCCCC1)C1CCCCC1 (tricyclohexylphosphine), NC=1C=C(CC2(CC2)C(=O)OC(C)(C)C)C=CC1Cl (tert-butyl 1-(3-amino-4-chlorobenzyl)cyclopropanecarboxylate), C1(CCCCC1)P(C1CCCCC1)C1CCCCC1 (tricyclohexylphosphine), C1(CC1)B(O)O (cyclopropylboronic acid), P(=O)([O-])([O-])[O-].[K+].[K+].[K+] (potassium phosphate). Reagents/catalysts: C=1C=CC(=CC1)/C=C/C(=O)/C=C/C2=CC=CC=C2.C=1C=CC(=CC1)/C=C/C(=O)/C=C/C2=CC=CC=C2.C=1C=CC(=CC1)/C=C/C(=O)/C=C/C2=CC=CC=C2.[Pd].[Pd] (tris(dibenzylideneacetone)dipalladium), C=1C=CC(=CC1)/C=C/C(=O)/C=C/C2=CC=CC=C2.C=1C=CC(=CC1)/C=C/C(=O)/C=C/C2=CC=CC=C2.C=1C=CC(=CC1)/C=C/C(=O)/C=C/C2=CC=CC=C2.[Pd].[Pd] (tris(dibenzylideneacetone)dipalladium). The solvent is O1CCOCC1 (dioxane), C1CCCCC1.C(C)(=O)OCC (cyclohexane ethyl acetate). Reaction conditions: temperature 150 celsius, time 1 hour. Yields the product NC=1C=C(CC2(CC2)C(=O)OC(C)(C)C)C=CC1C1CC1 (tert-Butyl 1-(3-amino-4-cyclopropylbenzyl)cyclopropanecarboxylate). Reaction SMILES: [NH2:1][C:2]1[CH:3]=[C:4]([CH:16]=[CH:17][C:18]=1Cl)[CH2:5][C:6]1([C:9]([O:11][C:12]([CH3:15])([CH3:14])[CH3:13])=[O:10])[CH2:8][CH2:7]1.[CH:20]1(B(O)O)[CH2:22][CH2:21]1.P([O-])([O-])([O-])=O.[K+].[K+].[K+].C1(P(C2CCCCC2)C2CCCCC2)CCCCC1>O1CCOCC1.C1C=CC(/C=C/C(/C=C/C2C=CC=CC=2)=O)=CC=1.C1C=CC(/C=C/C(/C=C/C2C=CC=CC=2)=O)=CC=1.C1C=CC(/C=C/C(/C=C/C2C=CC=CC=2)=O)=CC=1.[Pd].[Pd].C1CCCCC1.C(OCC)(=O)C>[NH2:1][C:2]1[CH:3]=[C:4]([CH:16]=[CH:17][C:18]=1[CH:20]1[CH2:22][CH2:21]1)[CH2:5][C:6]1([C:9]([O:11][C:12]([CH3:15])([CH3:14])[CH3:13])=[O:10])[CH2:8][CH2:7]1 |f:2.3.4.5,8.9.10.11.12,13.14|. Procedure details: 200 mg (0.71 mmol) of tert-butyl 1-(3-amino-4-chlorobenzyl)cyclopropanecarboxylate were dissolved in 6 ml of dioxane, the mixture was inertized with argon and 122 mg (1.42 mmol) of cyclopropylboronic acid, 256 mg (1.21 mmol) of potassium phosphate, 5 mg (0.02 mmol) of tricyclohexylphosphine and 6.5 mg (0.007 mmol) of tris(dibenzylideneacetone)dipalladium were added. The reaction mixture was then stirred in a microwave apparatus (Biotage) at a target temperature of 150° C. for 1 h. The reaction w... The reactants are ClC=1N=C(C2=C(N1)C(=NC=N2)SCC2=CC(=CC=C2)F)N2CCOCC2 (2-chloro-8-(3-fluorobenzyl-thio)-4-morpholino-pyrimido-[5,4-d]-pyrimidine), N1CCNCC1 (piperazine). The product is FC=1C=C(CSC2=NC=NC3=C2N=C(N=C3N3CCOCC3)N3CCNCC3)C=CC1 (8-(3-Fluorobenzyl-thio)-4-morpholino-2-piperazino-pyrimido-[5,4-d]-pyrimidine). As a reaction SMILES: Cl[C:2]1[N:3]=[C:4]([N:21]2[CH2:26][CH2:25][O:24][CH2:23][CH2:22]2)[C:5]2[N:11]=[CH:10][N:9]=[C:8]([S:12][CH2:13][C:14]3[CH:19]=[CH:18][CH:17]=[C:16]([F:20])[CH:15]=3)[C:6]=2[N:7]=1.[NH:27]1[CH2:32][CH2:31][NH:30][CH2:29][CH2:28]1>>[F:20][C:16]1[CH:15]=[C:14]([CH:19]=[CH:18][CH:17]=1)[CH2:13][S:12][C:8]1[C:6]2[N:7]=[C:2]([N:27]3[CH2:32][CH2:31][NH:30][CH2:29][CH2:28]3)[N:3]=[C:4]([N:21]3[CH2:26][CH2:25][O:24][CH2:23][CH2:22]3)[C:5]=2[N:11]=[CH:10][N:9]=1. Procedure details: This compound was prepared analogous to Example 1 from 2-chloro-8-(3-fluorobenzyl-thio)-4-morpholino-pyrimido-[5,4-d]-pyrimidine (m.p.: 192°-194° C.) and piperazine. Starting materials: CCOC(C)=O, Cc1cc(Nc2nc(Nc3cc(C)c(C4CCNCC4)cc3C)ncc2Cl)n[nH]1, O=S(=O)(Cl)CCCCl, ClCCl. The product is Cc1cc(Nc2nc(Nc3cc(C)c(C4CCN(S(=O)(=O)CCCCl)CC4)cc3C)ncc2Cl)n[nH]1. RXN SMILES: [CH3:38][CH2:39][O:40][C:41]([CH3:42])=[O:43].[Cl:1][c:2]1[c:3]([NH:23][c:24]2[n:25][nH:26][c:27]([CH3:29])[cH:28]2)[n:4][c:5]([NH:8][c:9]2[c:10]([CH3:22])[cH:11][c:12]([CH:16]3[CH2:17][CH2:18][NH:19][CH2:20][CH2:21]3)[c:13]([CH3:15])[cH:14]2)[n:6][cH:7]1.[Cl:30][CH2:31][CH2:32][CH2:33][S:34](=[O:35])(=[O:36])[Cl:37].[Cl:44][CH2:45][Cl:46]>>[Cl:1][c:2]1[c:3]([NH:23][c:24]2[n:25][nH:26][c:27]([CH3:29])[cH:28]2)[n:4][c:5]([NH:8][c:9]2[c:10]([CH3:22])[cH:11][c:12]([CH:16]3[CH2:17][CH2:18][N:19]([S:34]([CH2:33][CH2:32][CH2:31][Cl:30])(=[O:35])=[O:36])[CH2:20][CH2:21]3)[c:13]([CH3:15])[cH:14]2)[n:6][cH:7]1. The reactants are [BH4-], CCO, [Cu+2], [Na+], O=S(=O)([O-])[O-], O=[N+]([O-])c1ccccc1-c1ccccn1. The product is Nc1ccccc1-c1ccccn1. As a reaction SMILES: [BH4-:16].[CH2:18]([OH:19])[CH3:20].[Cu+2:26].[Na+:17].[S:21]([O-:22])([O-:23])(=[O:24])=[O:25].[n:1]1[c:2](-[c:7]2[c:8]([N+:13]([O-:14])=[O:15])[cH:9][cH:10][cH:11][cH:12]2)[cH:3][cH:4][cH:5][cH:6]1>>[n:1]1[c:2](-[c:7]2[c:8]([NH2:13])[cH:9][cH:10][cH:11][cH:12]2)[cH:3][cH:4][cH:5][cH:6]1.